Dataset: the Open Reaction Database (ORD), a public repository of structured organic reaction records. Task: describe an organic reaction: reactants, conditions, products, and yield The reactants are C(C1=CC=CC=C1)(=O)N1CC(CCC1)(CCCOS(=O)(=O)C)C1=CC(=C(C=C1)Cl)Cl (1-Benzoyl-3-(3,4-dichlorophenyl)-3-[3-(methanesulfonyloxy)propyl]piperidine), C(=O)([O-])[O-].[K+].[K+] (K2CO3), NC=1SC=C(N1)C1(CCNCC1)C1=CC=CC=C1 (4-(2-aminothiazol-4-yl)-4-phenylpiperidine), Cl (hydrogen chloride). Run in CN(C)C=O.C(C)#N (DMF acetonitrile). The product is O.Cl.Cl.NC=1SC=C(N1)C1(CCN(CC1)CCCC1(CN(CCC1)C(C1=CC=CC=C1)=O)C1=CC(=C(C=C1)Cl)Cl)C1=CC=CC=C1 (3-[3-[4-(2-Aminothiazol-4-yl)-4-phenylpiperid-1-yl]propyl]-1-benzoyl-3-(3,4-dichlorophenyl)piperidine dihydrochloride monohydrate). As a reaction SMILES: [NH2:1][C:2]1[S:3][CH:4]=[C:5]([C:7]2([C:13]3[CH:18]=[CH:17][CH:16]=[CH:15][CH:14]=3)[CH2:12][CH2:11][NH:10][CH2:9][CH2:8]2)[N:6]=1.[C:19]([N:27]1[CH2:32][CH2:31][CH2:30][C:29]([C:41]2[CH:46]=[CH:45][C:44]([Cl:47])=[C:43]([Cl:48])[CH:42]=2)([CH2:33][CH2:34][CH2:35]OS(C)(=O)=O)[CH2:28]1)(=[O:26])[C:20]1[CH:25]=[CH:24][CH:23]=[CH:22][CH:21]=1.C([O-])([O-])=O.[K+].[K+].[ClH:55]>CN(C=O)C.C(#N)C>[OH2:26].[ClH:47].[ClH:55].[NH2:1][C:2]1[S:3][CH:4]=[C:5]([C:7]2([C:13]3[CH:18]=[CH:17][CH:16]=[CH:15][CH:14]=3)[CH2:8][CH2:9][N:10]([CH2:35][CH2:34][CH2:33][C:29]3([C:41]4[CH:46]=[CH:45][C:44]([Cl:47])=[C:43]([Cl:48])[CH:42]=4)[CH2:30][CH2:31][CH2:32][N:27]([C:19](=[O:26])[C:20]4[CH:25]=[CH:24][CH:23]=[CH:22][CH:21]=4)[CH2:28]3)[CH2:11][CH2:12]2)[N:6]=1 |f:2.3.4,6.7,8.9.10.11|. Procedure details: A mixture of 1.04 g of 4-(2-aminothiazol-4-yl)-4-phenylpiperidine (compound of PREPARATION 1.4 in the form of the free base), 1.88 g of the compound obtained in step B of EXAMPLE 1 and 1.1 g of K2CO3 in 20 ml of a DMF/acetonitrile mixture (50/50; v/v) is refluxed for 2 hours. The reaction mixture is concentrated under vacuum, the residue is taken up with water and extracted with AcOEt, the organic phase is washed with water and dried over MgSO4 and the solvent is evaporated off under vacuum. The... Procedure: A solution of 2.748 g (7.28 mmol) of the phthalimide prepared above and 398 microliters (8.0 mmol) of 98% hydrazine hydrate in 75 ml of ethanol is heated overnight at reflux under N2. After cooling to RT, the volatiles are removed under vacuum. The residual white solid is taken up in 15 ml of 70:30 CH3OH:NH4OH and flash chromatographed on silica gel (90:10:2 CHCl3 :CH3OH:NH4OH) to give 929 mg of 6-[4-(3-aminopropyloxy)phenyl]-4,5-dihydro-3(2H)-pyridazinone as a white solid. Yield, 23%. Yield: 51.6%. Yields the product NCCCOC1=CC=C(C=C1)C=1CCC(NN1)=O (6-[4-(3-aminopropyloxy)phenyl]-4,5-dihydro-3(2H)-pyridazinone). Solvent: C(C)O (ethanol). Reaction SMILES: C1(=O)[N:5]([CH2:6][CH2:7][CH2:8][O:9][C:10]2[CH:15]=[CH:14][C:13]([C:16]3[CH2:17][CH2:18][C:19](=[O:22])[NH:20][N:21]=3)=[CH:12][CH:11]=2)C(=O)C2=CC=CC=C12.O.NN>C(O)C>[NH2:5][CH2:6][CH2:7][CH2:8][O:9][C:10]1[CH:11]=[CH:12][C:13]([C:16]2[CH2:17][CH2:18][C:19](=[O:22])[NH:20][N:21]=2)=[CH:14][CH:15]=1 |f:1.2|. The reactants are C1(C=2C(C(N1CCCOC1=CC=C(C=C1)C=1CCC(NN1)=O)=O)=CC=CC2)=O (6-[4-(3-phthalimidopropyloxy)phenyl]-4,5-dihydro3(2H)-pyridazinone), O.NN (hydrazine hydrate). Reactants: C(C)C1(OC2(CC1)COCCC2)CO (2-ethyl-1,7-dioxaspiro[4.5]decane-2-methanol), N1=C(C=CC=C1)CCl (2-picolinyl chloride), [H-].[Na+] (sodium hydride). The product is C(C)C1(OC2(CC1)COCCC2)COCC2=NC=CC=C2 (2-Ethyl-2-((2-pyridinylmethoxy)methyl)-1,7-dioxaspiro[4.5]decane). Reaction SMILES: [CH2:1]([C:3]1([CH2:13][OH:14])[CH2:7][CH2:6][C:5]2([CH2:12][CH2:11][CH2:10][O:9][CH2:8]2)[O:4]1)[CH3:2].[N:15]1[CH:20]=[CH:19][CH:18]=[CH:17][C:16]=1[CH2:21]Cl.[H-].[Na+]>>[CH2:1]([C:3]1([CH2:13][O:14][CH2:21][C:16]2[CH:17]=[CH:18][CH:19]=[CH:20][N:15]=2)[CH2:7][CH2:6][C:5]2([CH2:12][CH2:11][CH2:10][O:9][CH2:8]2)[O:4]1)[CH3:2] |f:2.3|. Procedure details: Following procedures similar to Embodiments I-V above, 2-ethyl-1,7-dioxaspiro[4.5]decane-2-methanol was treated with 2-picolinyl chloride in the presence of sodium hydride to yield the desired product as a pale amber oil, b.p. 123° C. (0.006 mm).